Dataset: the Open Reaction Database (ORD), a public repository of structured organic reaction records. Task: describe an organic reaction: reactants, conditions, products, and yield The reactants are O=P(Cl)(Cl)Cl (POCl3), CN(C)C=O (DMF), C1(=CC=CC=C1)N1CCCC1 (1-phenylpyrrolidine), CN(C)C=O (DMF), ice water. Run at time 30 minute. The product is C(=O)C1=CC=C(C=C1)N1CCCC1 (1-(4-formylphenyl)pyrrolidine). As a reaction SMILES: O=P(Cl)(Cl)Cl.[C:6]1([N:12]2[CH2:16][CH2:15][CH2:14][CH2:13]2)[CH:11]=[CH:10][CH:9]=[CH:8][CH:7]=1.CN([CH:20]=[O:21])C>>[CH:20]([C:9]1[CH:10]=[CH:11][C:6]([N:12]2[CH2:16][CH2:15][CH2:14][CH2:13]2)=[CH:7][CH:8]=1)=[O:21]. Procedure: POCl3 (6.13 g) was added to stirred DMF (7 ml) at 0° C. and the mixture was stirred for 30 minutes at room temperature. The mixture was added dropwise to a solution of 1-phenylpyrrolidine (5.0 g) in DMF (30 ml) at 0° C. and the resulting solution was stirred overnight at room temperature. The reaction mixture was poured into an ice water mixture and extracted with Et2O. The Et2O layer was washed with saturated NaCl solution, dried over MgSO4 and the solution was concentrated in vacuo. The result... Starting materials: CCOC(=O)c1cn(C2CC2)c2c(Br)c(F)c(F)cc2c1=O, CCCCC([SnH3])=C(CCCC)CCCC, Cc1ccccc1, c1ccc(P(c2ccccc2)(c2ccccc2)[Pd](P(c2ccccc2)(c2ccccc2)c2ccccc2)(P(c2ccccc2)(c2ccccc2)c2ccccc2)P(c2ccccc2)(c2ccccc2)c2ccccc2)cc1. Yields the product C=Cc1c(F)c(F)cc2c(=O)c(C(=O)OCC)cn(C3CC3)c12. RXN SMILES: [Br:1][c:2]1[c:3]([F:22])[c:4]([F:21])[cH:5][c:6]2[c:7](=[O:20])[c:8]([C:15](=[O:16])[O:17][CH2:18][CH3:19])[cH:9][n:10]([CH:12]3[CH2:13][CH2:14]3)[c:11]12.[CH2:23]([CH2:24][CH2:36][CH3:37])[C:25]([SnH3:26])=[C:27]([CH2:28][CH2:29][CH2:30][CH3:31])[CH2:32][CH2:33][CH2:34][CH3:35].[CH3:38][c:39]1[cH:40][cH:41][cH:42][cH:43][cH:44]1.[cH:45]1[cH:46][cH:47][c:48]([P:49]([Pd:50]([P:51]([c:52]2[cH:53][cH:54][cH:55][cH:56][cH:57]2)([c:58]2[cH:59][cH:60][cH:61][cH:62][cH:63]2)[c:64]2[cH:65][cH:66][cH:67][cH:68][cH:69]2)([P:70]([c:71]2[cH:72][cH:73][cH:74][cH:75][cH:76]2)([c:77]2[cH:78][cH:79][cH:80][cH:81][cH:82]2)[c:83]2[cH:84][cH:85][cH:86][cH:87][cH:88]2)[P:89]([c:90]2[cH:91][cH:92][cH:93][cH:94][cH:95]2)([c:96]2[cH:97][cH:98][cH:99][cH:100][cH:101]2)[c:102]2[cH:103][cH:104][cH:105][cH:106][cH:107]2)([c:108]2[cH:109][cH:110][cH:111][cH:112][cH:113]2)[c:114]2[cH:115][cH:116][cH:117][cH:118][cH:119]2)[cH:120][cH:121]1>>[c:2]1([CH:23]=[CH2:24])[c:3]([F:22])[c:4]([F:21])[cH:5][c:6]2[c:7](=[O:20])[c:8]([C:15](=[O:16])[O:17][CH2:18][CH3:19])[cH:9][n:10]([CH:12]3[CH2:13][CH2:14]3)[c:11]12. Yields the product COC(=O)c1ccc(NCC2CCOCC2)c(NC(=O)C(C)(C)C)c1. The reactants are CC(C)(C)C(=O)Cl, CCOC(C)=O, COC(=O)c1ccc(NCC2CCOCC2)c(N)c1. RXN SMILES: [C:20]([C:21]([CH3:22])([CH3:23])[CH3:24])(=[O:25])[Cl:26].[CH3:27][CH2:28][O:29][C:30](=[O:31])[CH3:32].[NH2:1][c:2]1[cH:3][c:4]([C:5](=[O:6])[O:7][CH3:8])[cH:9][cH:10][c:11]1[NH:12][CH2:13][CH:14]1[CH2:15][CH2:16][O:17][CH2:18][CH2:19]1>>[NH:1]([c:2]1[cH:3][c:4]([C:5](=[O:6])[O:7][CH3:8])[cH:9][cH:10][c:11]1[NH:12][CH2:13][CH:14]1[CH2:15][CH2:16][O:17][CH2:18][CH2:19]1)[C:20]([C:21]([CH3:22])([CH3:23])[CH3:24])=[O:25].